Dataset: the Open Reaction Database (ORD), a public repository of structured organic reaction records. Task: describe an organic reaction: reactants, conditions, products, and yield Starting materials: B(Br)(Br)Br (BBr3), COC=1C=C(CNS(=O)(=O)C)C=CC1 (N-(3-methoxy-benzyl)-methanesulfonamide), CO (Methanol). Solvent: C(Cl)Cl (CH2Cl2). Run at time 4 hour. Product: OC=1C=C(CNS(=O)(=O)C)C=CC1 (N-(3-hydroxy-benzyl)-methanesulfonamide). The yield is 102.6%. RXN SMILES: B(Br)(Br)Br.C[O:6][C:7]1[CH:8]=[C:9]([CH:16]=[CH:17][CH:18]=1)[CH2:10][NH:11][S:12]([CH3:15])(=[O:14])=[O:13].CO>C(Cl)Cl>[OH:6][C:7]1[CH:8]=[C:9]([CH:16]=[CH:17][CH:18]=1)[CH2:10][NH:11][S:12]([CH3:15])(=[O:14])=[O:13]. Procedure details: A solution of BBr3 (1.0 M in CH2Cl2, 111 mL, 111 mmol) was slowly added to a solution of N-(3-methoxy-benzyl)-methanesulfonamide (12.000 g, 55.7 mmol) in CH2Cl2 (200 mL) 0° C. The reaction was warmed to room temperature and was stirred for 4 h. Methanol (100 mL) was cautiously added and the solution was concentrated in vacuo. Flash chromatography (1:1 hexanes:EtOAc) provided N-(3-hydroxy-benzyl)-methanesulfonamide (11.50 g). 1H NMR (400 MHz, CDCl3) δ 7.20 (m, 1H), 6.84 (m, 2H), 6.77 (m, 1 H), 4.... Product: CC12C=CC(=O)C=C1CCC1C2CCC2(C)C1CCC2(O)C(=O)CBr. Reactants: CC12C=CC(=O)C=C1CCC1C2CCC2(C)C1CCC2(OC=O)C(=O)CBr, O=C([O-])O, CO, CCOC(C)=O, [K+], O. RXN SMILES: [Br:1][CH2:2][C:3]([C:4]1([O:24][CH:25]=[O:26])[CH2:5][CH2:6][CH:7]2[CH:8]3[CH2:9][CH2:10][C:11]4=[CH:12][C:13](=[O:23])[CH:14]=[CH:15][C:16]4([CH3:17])[CH:18]3[CH2:19][CH2:20][C:21]12[CH3:22])=[O:27].[C:28](=[O:29])([OH:30])[O-:31].[CH3:33][OH:34].[CH3:36][CH2:37][O:38][C:39](=[O:40])[CH3:41].[K+:32].[OH2:35]>>[Br:1][CH2:2][C:3]([C:4]1([OH:24])[CH2:5][CH2:6][CH:7]2[CH:8]3[CH2:9][CH2:10][C:11]4=[CH:12][C:13](=[O:23])[CH:14]=[CH:15][C:16]4([CH3:17])[CH:18]3[CH2:19][CH2:20][C:21]12[CH3:22])=[O:27].